Dataset: the Open Reaction Database (ORD), a public repository of structured organic reaction records. Task: describe an organic reaction: reactants, conditions, products, and yield Starting materials: CN1CCOCC1, CC1CCCO1, COC(=O)Cl, Nc1ccccc1CC(=O)NC1CCN(Cc2ccccc2)CC1, O. Product: COC(=O)Nc1ccccc1CC(=O)NC1CCN(Cc2ccccc2)CC1. Reaction SMILES: [CH3:25][N:26]1[CH2:27][CH2:28][O:29][CH2:30][CH2:31]1.[CH3:38][CH:39]1[CH2:40][CH2:41][CH2:42][O:43]1.[Cl:32][C:33](=[O:34])[O:35][CH3:36].[NH2:1][c:2]1[c:3]([CH2:8][C:9](=[O:10])[NH:11][CH:12]2[CH2:13][CH2:14][N:15]([CH2:18][c:19]3[cH:20][cH:21][cH:22][cH:23][cH:24]3)[CH2:16][CH2:17]2)[cH:4][cH:5][cH:6][cH:7]1.[OH2:37]>>[NH:1]([c:2]1[c:3]([CH2:8][C:9](=[O:10])[NH:11][CH:12]2[CH2:13][CH2:14][N:15]([CH2:18][c:19]3[cH:20][cH:21][cH:22][cH:23][cH:24]3)[CH2:16][CH2:17]2)[cH:4][cH:5][cH:6][cH:7]1)[C:33](=[O:34])[O:35][CH3:36]. Starting materials: Fc1ccc(CBr)cc1Br, CC1(C)C(CO)C1(C)C, CN(C)C=O, [Cl-], [H-], [NH4+], [Na+], Cc1ccccc1. Yields the product CC1(C)C(COCc2ccc(F)c(Br)c2)C1(C)C. As a reaction SMILES: [Br:10][c:11]1[cH:12][c:13]([CH2:14][Br:15])[cH:16][cH:17][c:18]1[F:19].[CH3:1][C:2]1([CH3:9])[CH:3]([CH2:7][OH:8])[C:4]1([CH3:5])[CH3:6].[CH3:24][N:25]([CH3:26])[CH:27]=[O:28].[Cl-:22].[H-:20].[NH4+:23].[Na+:21].[c:29]1([CH3:30])[cH:31][cH:32][cH:33][cH:34][cH:35]1>>[CH3:1][C:2]1([CH3:9])[CH:3]([CH2:7][O:8][CH2:14][c:13]2[cH:12][c:11]([Br:10])[c:18]([F:19])[cH:17][cH:16]2)[C:4]1([CH3:5])[CH3:6]. The reactants are C1CO1, CO, CSC1OC(C(NC(=O)C2CC(CCC(F)F)CN2)C(C)C)C(O)C(O)C1O. Product: CSC1OC(C(NC(=O)C2CC(CCC(F)F)CN2CCO)C(C)C)C(O)C(O)C1O. RXN SMILES: [CH2:1]1[CH2:2][O:3]1.[CH3:32][OH:33].[CH3:4][CH:5]([CH:6]([CH:7]1[O:8][CH:9]([S:16][CH3:17])[CH:10]([OH:15])[CH:11]([OH:14])[CH:12]1[OH:13])[NH:18][C:19](=[O:20])[CH:21]1[NH:22][CH2:23][CH:24]([CH2:26][CH2:27][CH:28]([F:29])[F:30])[CH2:25]1)[CH3:31]>>[CH2:1]([CH2:2][OH:3])[N:22]1[CH:21]([C:19]([NH:18][CH:6]([CH:5]([CH3:4])[CH3:31])[CH:7]2[O:8][CH:9]([S:16][CH3:17])[CH:10]([OH:15])[CH:11]([OH:14])[CH:12]2[OH:13])=[O:20])[CH2:25][CH:24]([CH2:26][CH2:27][CH:28]([F:29])[F:30])[CH2:23]1. Yield: 21.1%. Procedure details: Following the General Procedure-1, the titled compound (40 mg) was prepared from Intermediate 7 (150 mg, 0.4 mmol) and Intermediate 3 (154 mg, 0.51 mmol) as an off-white solid. M.P.: 144-147° C. 1H-NMR (δ ppm, CDCl3, 400 MHz): 7.87 (s, 1H), 7.82 (d, J 8, 1H), 7.77 (dd, J 1.4, 9.4, 1H), 7.67 (t, J 7.5, 1H), 7.59 (d, J 8.4, 1H), 7.50 (d, J 8.5, 1H), 4.15 (d, J 7.7, 2H), 3.22-3.10 (m, 4H), 3.00 (t, J 11.3, 2H), 2.21-2.12 (m, 2H), 2.00-1.88 (m, 2H), 1.48 (s, 9H). As a reaction SMILES: Br[C:2]1[CH:3]=[CH:4][C:5]2[O:9][C:8]([CH:10]3[CH2:15][CH2:14][N:13]([C:16]([O:18][C:19]([CH3:22])([CH3:21])[CH3:20])=[O:17])[CH2:12][CH2:11]3)=[N:7][C:6]=2[CH:23]=1.[F:24][C:25]1[CH:30]=[C:29]([S:31]([CH3:34])(=[O:33])=[O:32])[CH:28]=[CH:27][C:26]=1B1OC(C)(C)C(C)(C)O1>>[F:24][C:25]1[CH:30]=[C:29]([S:31]([CH3:34])(=[O:33])=[O:32])[CH:28]=[CH:27][C:26]=1[C:2]1[CH:3]=[CH:4][C:5]2[O:9][C:8]([CH:10]3[CH2:15][CH2:14][N:13]([C:16]([O:18][C:19]([CH3:22])([CH3:20])[CH3:21])=[O:17])[CH2:12][CH2:11]3)=[N:7][C:6]=2[CH:23]=1. Yields the product FC1=C(C=CC(=C1)S(=O)(=O)C)C=1C=CC2=C(N=C(O2)C2CCN(CC2)C(=O)OC(C)(C)C)C1 (tert-butyl 4-{5-[2-fluoro-4-(methylsulfonyl)phenyl]benzo[d]oxazol-2-yl}piperidine-1-carboxylate). Starting materials: BrC=1C=CC2=C(N=C(O2)C2CCN(CC2)C(=O)OC(C)(C)C)C1 (Tert-butyl 4-(5-bromobenzo[d]oxazol-2-yl)piperidine-1-carboxylate), FC1=C(C=CC(=C1)S(=O)(=O)C)B1OC(C(O1)(C)C)(C)C (2-[2-Fluoro-4-(methylsulfonyl)phenyl]-4,4,5,5-tetramethyl-1,3,2-dioxaborolane). Starting materials: CC(C)(C)N(C(=O)[O-])C1CCN(CCn2c(=O)cnc3ccc(C#N)cc32)CC1, O=C(O)C(F)(F)F, N#Cc1ccc2c(c1)ncc(=O)n2CCN1CCC(N)CC1. Product: N#Cc1ccc2ncc(=O)n(CCN3CCC(N)CC3)c2c1. As a reaction SMILES: [C:1]([N:5]([C:2](=[O:3])[O-:4])[CH:9]1[CH2:10][CH2:11][N:12]([CH2:15][CH2:16][n:17]2[c:18](=[O:29])[cH:19][n:20][c:21]3[cH:22][cH:23][c:24]([C:27]#[N:28])[cH:25][c:26]23)[CH2:13][CH2:14]1)([CH3:6])([CH3:7])[CH3:8].[F:30][C:31]([F:32])([F:33])[C:34]([OH:35])=[O:36].[NH2:37][CH:38]1[CH2:39][CH2:40][N:41]([CH2:42][CH2:43][n:44]2[c:45]3[c:46]([cH:47][c:48]([C:49]#[N:50])[cH:51][cH:52]3)[n:53][cH:54][c:55]2=[O:56])[CH2:57][CH2:58]1>>[NH2:5][CH:9]1[CH2:10][CH2:11][N:12]([CH2:15][CH2:16][n:17]2[c:18](=[O:29])[cH:19][n:20][c:21]3[cH:22][cH:23][c:24]([C:27]#[N:28])[cH:25][c:26]23)[CH2:13][CH2:14]1. The reactants are BrC=1C=C(CN2C(=NC3=C2C=CC(=C3)OCC3=NC2=CC=CC=C2C=C3)CC3(CCCC3)C(=O)OCC)C=CC1 (ethyl 1-{[1-(3-bromobenzyl)-5-(quinolin-2-ylmethoxy)-1H-benzimidazol-2-yl]methyl}cyclopentanecarboxylate), C1CCOC1 (THF), Cl (HCl), [Li+].[OH-] (LiOH). Run in CO (MeOH), C(Cl)Cl (DCM), O (water). Run at temperature 80 celsius, time 1 hour. The product is BrC=1C=C(CN2C(=NC3=C2C=CC(=C3)OCC3=NC2=CC=CC=C2C=C3)CC3(CCCC3)C(=O)O)C=CC1 (1-{[1-(3-Bromobenzyl)-5-(quinolin-2-ylmethoxy)-1H-benzimidazol-2-yl]methyl}cyclopentanecarboxylic acid). As a reaction SMILES: [Br:1][C:2]1[CH:3]=[C:4]([CH:38]=[CH:39][CH:40]=1)[CH2:5][N:6]1[C:10]2[CH:11]=[CH:12][C:13]([O:15][CH2:16][C:17]3[CH:26]=[CH:25][C:24]4[C:19](=[CH:20][CH:21]=[CH:22][CH:23]=4)[N:18]=3)=[CH:14][C:9]=2[N:8]=[C:7]1[CH2:27][C:28]1([C:33]([O:35]CC)=[O:34])[CH2:32][CH2:31][CH2:30][CH2:29]1.C1COCC1.[Li+].[OH-].Cl>C(Cl)Cl.O.CO>[Br:1][C:2]1[CH:3]=[C:4]([CH:38]=[CH:39][CH:40]=1)[CH2:5][N:6]1[C:10]2[CH:11]=[CH:12][C:13]([O:15][CH2:16][C:17]3[CH:26]=[CH:25][C:24]4[C:19](=[CH:20][CH:21]=[CH:22][CH:23]=4)[N:18]=3)=[CH:14][C:9]=2[N:8]=[C:7]1[CH2:27][C:28]1([C:33]([OH:35])=[O:34])[CH2:32][CH2:31][CH2:30][CH2:29]1 |f:2.3|. Procedure: To a 20 mL vial were added ethyl 1-{[1-(3-bromobenzyl)-5-(quinolin-2-ylmethoxy)-1H-benzimidazol-2-yl]methyl}cyclopentanecarboxylate (57 mg, 0.09 mmol), THF (1 mL) and MeOH (1 mL) followed by LiOH (1 mL, 1 M). The reaction mixture was capped and heated to 80° C. for 3 h. The mixture was then cooled to RT, water (5 mL) was added to the mixture and the pH was adjusted to ˜4 using 1 M HCl. To this mixture was added DCM (5 mL) and stirred for 1 h at RT. The organic layer was separated and the aqueous...